The task is: describe an organic reaction: reactants, conditions, products, and yield. This data is from the Open Reaction Database (ORD), a public repository of structured organic reaction records. The reactants are 18.6, BrC1=CC=C(C(CC2C(CCCCC2)=O)=O)C=C1 (2-(p-bromophenacyl)cycloheptanone), CN(C)CCCN (dimethylaminopropylamine). The reagents and catalysts are Cl (hydrochloric acid). Solvent: C(C)O (ethanol). The product is CN(CCCN1C2=C(C=C1C1=CC=C(C=C1)Br)CCCCC2)C (1-(3-dimethylaminopropyl)-2-(p-bromophenyl)-1,4,5,6,7,8-hexahydrocyclohepta[b]pyrrole). As a reaction SMILES: [Br:1][C:2]1[CH:18]=[CH:17][C:5]([C:6](=O)[CH2:7][CH:8]2[CH2:14][CH2:13][CH2:12][CH2:11][CH2:10][C:9]2=O)=[CH:4][CH:3]=1.[CH3:19][N:20]([CH2:22][CH2:23][CH2:24][NH2:25])[CH3:21]>Cl.C(O)C>[CH3:19][N:20]([CH3:21])[CH2:22][CH2:23][CH2:24][N:25]1[C:6]([C:5]2[CH:17]=[CH:18][C:2]([Br:1])=[CH:3][CH:4]=2)=[CH:7][C:8]2[CH2:14][CH2:13][CH2:12][CH2:11][CH2:10][C:9]1=2. Procedure details: A mixture of 18.6 (0.06 mole) of 2-(p-bromophenacyl)cycloheptanone and 6.19 g (0.06 mole) of dimethylaminopropylamine is dissolved in 200 ml. of absolute ethanol. A few drops of concentrated hydrochloric acid are added and the mixture is refluxed for 4 hours. The ethanol is evaporated, and the residue is dissolved in dilute hydrochloric acid and washed with ether. The aqueous solution is basified with sodium carbonate solution and extracted with ether. The ether solution is washed with water, dr...